Dataset: the Open Reaction Database (ORD), a public repository of structured organic reaction records. Task: describe an organic reaction: reactants, conditions, products, and yield Starting materials: solution, Cl (hydrochloric acid), COC=1C=C(C2=C(C(OC[C@@H](CCC(N[C@@H](CSC2)C2=NC(=NO2)C)=S)COC(C2=CC=C(C=C2)CN)=O)=O)C1C)O[Si](C(C(C)C)(C)C)(C)C (4-Aminomethyl-benzoic acid (4R,9S)-14-methoxy-13-methyl-4-(3-methyl-1,2,4-oxadiazol-5-yl)-16-[dimethyl-(1,1,2-trimethylpropyl)-silanyloxy]-12-oxo-6-thioxo-1,3,4,5,6,7,8,9,10,12-decahydro-11,2,5-benzoxathiaazacyclotetradecin-9-ylmethyl ester), [F-].[NH4+] (ammonium fluoride). Run in CO (methanol), C(C)OCC (diethyl ether), CO (methanol). Product: Cl.OC1=CC(=C(C=2C(OC[C@@H](CCC(N[C@@H](CSCC21)C2=NC(=NO2)C)=S)COC(C2=CC=C(C=C2)CN)=O)=O)C)OC (4-aminomethyl-benzoic acid (4R,9S)-16-hydroxy-14-methoxy-13-methyl-4-(3-methyl-1,2,4-oxadiazol-5-yl)-12-oxo-6-thioxo-1,3,4,5,6,7,8,9,10,12-decahydro-11,2,5-benzoxathiaazacyclotetradecin-9-ylmethyl ester hydrochloride). Reaction SMILES: [CH3:1][O:2][C:3]1[CH:4]=[C:5]([O:42][Si](C)(C)C(C)(C)C(C)C)[C:6]2[CH2:19][S:18][CH2:17][C@@H:16]([C:20]3[O:24][N:23]=[C:22]([CH3:25])[N:21]=3)[NH:15][C:14](=[S:26])[CH2:13][CH2:12][C@@H:11]([CH2:27][O:28][C:29](=[O:38])[C:30]3[CH:35]=[CH:34][C:33]([CH2:36][NH2:37])=[CH:32][CH:31]=3)[CH2:10][O:9][C:8](=[O:39])[C:7]=2[C:40]=1[CH3:41].[F-].[NH4+].[ClH:54]>CO.C(OCC)C>[ClH:54].[OH:42][C:5]1[C:6]2[CH2:19][S:18][CH2:17][C@@H:16]([C:20]3[O:24][N:23]=[C:22]([CH3:25])[N:21]=3)[NH:15][C:14](=[S:26])[CH2:13][CH2:12][C@@H:11]([CH2:27][O:28][C:29](=[O:38])[C:30]3[CH:31]=[CH:32][C:33]([CH2:36][NH2:37])=[CH:34][CH:35]=3)[CH2:10][O:9][C:8](=[O:39])[C:7]=2[C:40]([CH3:41])=[C:3]([O:2][CH3:1])[CH:4]=1 |f:1.2,6.7|. Procedure details: 4-Aminomethyl-benzoic acid (4R,9S)-14-methoxy-13-methyl-4-(3-methyl-1,2,4-oxadiazol-5-yl)-16-[dimethyl-(1,1,2-trimethylpropyl)-silanyloxy]-12-oxo-6-thioxo-1,3,4,5,6,7,8,9,10,12-decahydro-11,2,5-benzoxathiaazacyclotetradecin-9-ylmethyl ester was treated with ammonium fluoride in methanol in an analogous manner to the procedure described in Example 1, and the resulting product was treated in methanol with a 3N solution of hydrochloric acid in diethyl ether to yield 4-aminomethyl-benzoic acid (4R,9... The reactants are ClC1=C(C=CC(=C1)F)O (2-Chloro-4-fluorophenol), [OH-].[Na+] (sodium hydroxide), ClC(=O)OC (methyl chloroformate). Solvent: O (water). The product is ClC1=C(C=CC(=C1)F)C(=O)OC (methyl (2-chloro-4-fluorophenyl)formate). Yield: 125.6%. Reaction SMILES: [Cl:1][C:2]1[CH:7]=[C:6]([F:8])[CH:5]=[CH:4][C:3]=1O.[OH-].[Na+].Cl[C:13]([O:15][CH3:16])=[O:14]>O>[Cl:1][C:2]1[CH:7]=[C:6]([F:8])[CH:5]=[CH:4][C:3]=1[C:13]([O:15][CH3:16])=[O:14] |f:1.2|. Reported procedure: 2-Chloro-4-fluorophenol (83.4 g) was added to a solution of sodium hydroxide (27.7 g) in water (450 ml), and methyl chloroformate (69.2 g) was dropwise added thereto at a temperature of below 10° C. Precipitated crystals were collected by filtration and washed with water to give methyl (2-chloro-4-fluorophenyl)formate (134.8 g). M.P., 69°-71° C. Reported procedure: A solution of diazomethane in ether was added to a suspension of 6 g (0.0163 mole) of 7-chloro-5-(2-fluorophenyl)-N-hydroxy-α-nitro-3H-1,4-benzodiazepine-2-methanimine in 100 ml of tetrahydrofuran. After sitting at room temperature for 1 hr in excess diazomethane was destroyed by addition of glacial acetic acid. The solvent was evaporated under reduced pressure and the residue was passed over 100 g of silica gel using methylene chloride. Crystallization from ether/hexane gave light yellow crysta... The solvent is O1CCCC1 (tetrahydrofuran), [N+](=[N-])=C (diazomethane), [N+](=[N-])=C (diazomethane). As a reaction SMILES: [Cl:1][C:2]1[CH:3]=[CH:4][C:5]2[N:11]=[C:10]([C:12]([N+:15]([O-:17])=[O:16])=[N:13][OH:14])[CH2:9][N:8]=[C:7]([C:18]3[CH:23]=[CH:22][CH:21]=[CH:20][C:19]=3[F:24])[C:6]=2[CH:25]=1.[CH3:26]COCC>O1CCCC1.[N+](=C)=[N-]>[Cl:1][C:2]1[CH:3]=[CH:4][C:5]2[N:11]=[C:10]([C:12]([N+:15]([O-:17])=[O:16])=[N:13][O:14][CH3:26])[CH2:9][N:8]=[C:7]([C:18]3[CH:23]=[CH:22][CH:21]=[CH:20][C:19]=3[F:24])[C:6]=2[CH:25]=1. Reactants: ClC=1C=CC2=C(C(=NCC(=N2)C(=NO)[N+](=O)[O-])C2=C(C=CC=C2)F)C1 (7-chloro-5-(2-fluorophenyl)-N-hydroxy-α-nitro-3H-1,4-benzodiazepine-2-methanimine), CCOCC (ether). Yields the product ClC=1C=CC2=C(C(=NCC(=N2)C(=NOC)[N+](=O)[O-])C2=C(C=CC=C2)F)C1 (7-Chloro-5-(2-fluorophenyl)-N-methoxy-α-nitro-3H-1,4-benzodiazepine-2-methanimine). Reactants: ClCCl, CN(c1nccc(-n2cnc3ccccc32)n1)C1CCNC1, O=C=Nc1ccccc1. Yields the product CN(c1nccc(-n2cnc3ccccc32)n1)C1CCN(C(=O)Nc2ccccc2)C1. As a reaction SMILES: [Cl:32][CH2:33][Cl:34].[NH:1]1[CH2:2][CH:3]([N:6]([c:7]2[n:8][cH:9][cH:10][c:11](-[n:13]3[cH:14][n:15][c:16]4[c:17]3[cH:18][cH:19][cH:20][cH:21]4)[n:12]2)[CH3:22])[CH2:4][CH2:5]1.[O:23]=[C:24]=[N:25][c:26]1[cH:27][cH:28][cH:29][cH:30][cH:31]1>>[N:1]1([C:24](=[O:23])[NH:25][c:26]2[cH:27][cH:28][cH:29][cH:30][cH:31]2)[CH2:2][CH:3]([N:6]([c:7]2[n:8][cH:9][cH:10][c:11](-[n:13]3[cH:14][n:15][c:16]4[c:17]3[cH:18][cH:19][cH:20][cH:21]4)[n:12]2)[CH3:22])[CH2:4][CH2:5]1.